This data is from the Open Reaction Database (ORD), a public repository of structured organic reaction records. The task is: describe an organic reaction: reactants, conditions, products, and yield The reactants are C(C)(C)N1CCC(CC1)COC[C@@H](C1=CC=CC=C1)N ((R)-2-(1-isopropylpiperidin-4-ylmethoxy)-1-phenylethylamine), COC1=CC=C(C(=O)Cl)C=C1 (4-methoxybenzoyl chloride). Yields the product Cl.C(C)(C)N1CCC(CC1)COC[C@@H](C1=CC=CC=C1)NC(C1=CC=C(C=C1)OC)=O (N-[(R)-2-(1-Isopropylpiperidine-4-ylmethoxy)-1-phenylethyl]-4-methoxybenzamide hydrochloride). As a reaction SMILES: [CH:1]([N:4]1[CH2:9][CH2:8][CH:7]([CH2:10][O:11][CH2:12][C@H:13]([NH2:20])[C:14]2[CH:19]=[CH:18][CH:17]=[CH:16][CH:15]=2)[CH2:6][CH2:5]1)([CH3:3])[CH3:2].[CH3:21][O:22][C:23]1[CH:31]=[CH:30][C:26]([C:27]([Cl:29])=[O:28])=[CH:25][CH:24]=1>>[ClH:29].[CH:1]([N:4]1[CH2:5][CH2:6][CH:7]([CH2:10][O:11][CH2:12][C@H:13]([NH:20][C:27](=[O:28])[C:26]2[CH:30]=[CH:31][C:23]([O:22][CH3:21])=[CH:24][CH:25]=2)[C:14]2[CH:15]=[CH:16][CH:17]=[CH:18][CH:19]=2)[CH2:8][CH2:9]1)([CH3:3])[CH3:2] |f:2.3|. Procedure: Using coupling method B, (R)-2-(1-isopropylpiperidin-4-ylmethoxy)-1-phenylethylamine (150 mg, 0.54 mmol) and 4-methoxybenzoyl chloride (0.12 mL, 1.0 mmol) afforded, after purification (SiO2: 4:2:1 DCM:EtOAc:isopropyl-amine) and conversion to the HCl salt by general method A, 205 mg (91%) of the title compound. Starting materials: CCN=C=NCCCN(C)C, CN(C)c1ccncc1, ClCCl, Cl, O=C(O)CN1CCC(c2ccccc2)(c2ccccc2)C1=O, CC(CN)(c1ccccc1)c1ccccc1. Yields the product CC(CNC(=O)CN1CCC(c2ccccc2)(c2ccccc2)C1=O)(c1ccccc1)c1ccccc1. Reaction SMILES: [CH2:40]([N:41]=[C:42]=[N:43][CH2:44][CH2:45][CH2:46][N:47]([CH3:48])[CH3:49])[CH3:50].[CH3:54][N:55]([CH3:56])[c:57]1[cH:58][cH:59][n:60][cH:61][cH:62]1.[Cl:51][CH2:52][Cl:53].[ClH:39].[O:17]=[C:18]1[N:19]([CH2:35][C:36](=[O:37])[OH:38])[CH2:20][CH2:21][C:22]1([c:23]1[cH:24][cH:25][cH:26][cH:27][cH:28]1)[c:29]1[cH:30][cH:31][cH:32][cH:33][cH:34]1.[c:1]1([C:7]([CH2:8][NH2:9])([CH3:10])[c:11]2[cH:12][cH:13][cH:14][cH:15][cH:16]2)[cH:2][cH:3][cH:4][cH:5][cH:6]1>>[c:1]1([C:7]([CH2:8][NH:9][C:36]([CH2:35][N:19]2[C:18](=[O:17])[C:22]([c:23]3[cH:24][cH:25][cH:26][cH:27][cH:28]3)([c:29]3[cH:30][cH:31][cH:32][cH:33][cH:34]3)[CH2:21][CH2:20]2)=[O:37])([CH3:10])[c:11]2[cH:12][cH:13][cH:14][cH:15][cH:16]2)[cH:2][cH:3][cH:4][cH:5][cH:6]1. Reactants: BrCCC1=C(C(=O)OC)C=C(C=C1)Cl (methyl 2-(bromoethyl)-5-chlorobenzoate), FC1=C(C=C(C=C1)F)O (2,5-difluorophenol). The product is ClC=1C=CC(=C(C(=O)OC)C1)COC1=C(C=CC(=C1)F)F (Methyl 5-chloro-2-[(2,5-difluorophenoxy)methyl]benzoate). RXN SMILES: BrC[CH2:3][C:4]1[CH:13]=[CH:12][C:11]([Cl:14])=[CH:10][C:5]=1[C:6]([O:8][CH3:9])=[O:7].[F:15][C:16]1[CH:21]=[CH:20][C:19]([F:22])=[CH:18][C:17]=1[OH:23]>>[Cl:14][C:11]1[CH:12]=[CH:13][C:4]([CH2:3][O:23][C:17]2[CH:18]=[C:19]([F:22])[CH:20]=[CH:21][C:16]=2[F:15])=[C:5]([CH:10]=1)[C:6]([O:8][CH3:9])=[O:7]. Procedure: The title compound was prepared according to the procedure described in step 1 of Example 1 from methyl 2-(bromoethyl)-5-chlorobenzoate and 2,5-difluorophenol: Starting materials: C(C)OC=NS(=O)(=O)C (N-ethoxymethylenemethanesulphonamide), CC1=C(C=CC(=C1)Cl)NC=NC (N-(2-methyl-4-chlorophenyl)-N'-methylformamidine). Solvent: O1CCOCC1 (dioxane). Conditions: temperature 60 celsius, time 1 hour. Yields the product CC1=C(C=CC(=C1)Cl)N=CN(C=NS(=O)(=O)C)C (N-(2-methyl-4-chlorophenyl)-N'-methyl-N"-methylsulphonyl-1,3,5-triazapenta-1,4-diene). As a reaction SMILES: [CH3:1][C:2]1[CH:7]=[C:6]([Cl:8])[CH:5]=[CH:4][C:3]=1[NH:9][CH:10]=[N:11][CH3:12].C(O[CH:16]=[N:17][S:18]([CH3:21])(=[O:20])=[O:19])C>O1CCOCC1>[CH3:1][C:2]1[CH:7]=[C:6]([Cl:8])[CH:5]=[CH:4][C:3]=1[N:9]=[CH:10][N:11]([CH3:12])[CH:16]=[N:17][S:18]([CH3:21])(=[O:19])=[O:20]. Reported procedure: To a solution of 18.2 g of N-(2-methyl-4-chlorophenyl)-N'-methylformamidine in 60 ml of abs. dioxane are added dropwise at room temperature 15.1 g of N-ethoxymethylenemethanesulphonamide and the solution is stirred for 1 hour at 60° C. The reaction mixture is subsequently concentrated and the crystallised product is recrystallised from toluene, affording the compound of the formula ##STR4## as a white powder with a melting point of 142°-143° C. The following compounds are also prepared in analog...